Dataset: the Open Reaction Database (ORD), a public repository of structured organic reaction records. Task: describe an organic reaction: reactants, conditions, products, and yield Starting materials: C(C)(C)(C)OC(C(=O)OC)C=1C(=C2C(=NC1C)NC=C2)C=2C=C1CCCOC1=CC2 (methyl 2-(tert-butoxy)-2-(4-(chroman-6-yl)-6-methyl-1H-pyrrolo[2,3-b]pyridin-5-yl)acetate), FC1=C(CBr)C=CC=C1F (2,3-difluorobenzyl bromide). Product: C(C)(C)(C)OC(C(=O)O)C=1C(=C2C(=NC1C)N(C=C2)CC2=C(C(=CC=C2)F)F)C=2C=C1CCCOC1=CC2 (2-(tert-butoxy)-2-(4-(chroman-6-yl)-1-(2,3-difluorobenzyl)-6-methyl-1H-pyrrolo[2,3-b]pyridin-5-yl)acetic acid). Reaction SMILES: [C:1]([O:5][CH:6]([C:11]1[C:12]([C:21]2[CH:22]=[C:23]3[C:28](=[CH:29][CH:30]=2)[O:27][CH2:26][CH2:25][CH2:24]3)=[C:13]2[CH:20]=[CH:19][NH:18][C:14]2=[N:15][C:16]=1[CH3:17])[C:7]([O:9]C)=[O:8])([CH3:4])([CH3:3])[CH3:2].[F:31][C:32]1[C:39]([F:40])=[CH:38][CH:37]=[CH:36][C:33]=1[CH2:34]Br>>[C:1]([O:5][CH:6]([C:11]1[C:12]([C:21]2[CH:22]=[C:23]3[C:28](=[CH:29][CH:30]=2)[O:27][CH2:26][CH2:25][CH2:24]3)=[C:13]2[CH:20]=[CH:19][N:18]([CH2:34][C:33]3[CH:36]=[CH:37][CH:38]=[C:39]([F:40])[C:32]=3[F:31])[C:14]2=[N:15][C:16]=1[CH3:17])[C:7]([OH:9])=[O:8])([CH3:4])([CH3:3])[CH3:2]. Reported procedure: The title compound was prepared in a manner similar to that described in Example 27, Step H from methyl 2-(tert-butoxy)-2-(4-(chroman-6-yl)-6-methyl-1H-pyrrolo[2,3-b]pyridin-5-yl)acetate and 2,3-difluorobenzyl bromide. 1H NMR (400 MHz, CHLOROFORM-d) δ ppm 7.49-7.43 (m, 1 H), 7.20-7.04 (m, 5 H), 6.94 (dd, J=4.9, 8.4 Hz, 1 H), 6.32 (dd, J=3.5, 11.1 Hz, 1 H), 5.75-5.53 (m, 3 H), 4.33-4.26 (m, 2 H), 3.00-2.81 (m, 2 H), 2.79 (s, 3 H), 2.17-2.07 (m, 2 H), 0.97 (s, 9 H); LC/MS (m/z) ES+=521.33 (M+1). Reactants: COCCOCC(CC1(C(=O)NC2CCC(C(=O)O)CC2)CCCC1)C(=O)O, O=C([O-])O, C[Si](C)(C)I, ClCCl, [Na+]. Yields the product O=C(O)C1CCC(NC(=O)C2(CC(COCCO)C(=O)O)CCCC2)CC1. As a reaction SMILES: [C:1](=[O:2])([OH:3])[CH:4]1[CH2:5][CH2:6][CH:7]([NH:10][C:11](=[O:12])[C:13]2([CH2:18][CH:19]([C:20](=[O:21])[OH:22])[CH2:23][O:24][CH2:25][CH2:26][O:27][CH3:28])[CH2:14][CH2:15][CH2:16][CH2:17]2)[CH2:8][CH2:9]1.[C:34](=[O:35])([O-:36])[OH:37].[CH3:29][Si:30]([I:31])([CH3:32])[CH3:33].[Cl:39][CH2:40][Cl:41].[Na+:38]>>[C:1](=[O:2])([OH:3])[CH:4]1[CH2:5][CH2:6][CH:7]([NH:10][C:11](=[O:12])[C:13]2([CH2:18][CH:19]([C:20](=[O:21])[OH:22])[CH2:23][O:24][CH2:25][CH2:26][OH:27])[CH2:14][CH2:15][CH2:16][CH2:17]2)[CH2:8][CH2:9]1. Starting materials: C1=C(C=CC2=CC=CC=C12)NC(OC(C)(C)C)=O (tert-butyl 2-naphthylcarbamate), C1CC(=O)N(C1=O)Br (NBS). Run in CC#N (MeCN). Conditions: temperature 0 celsius, time 2 hour. The product is BrC1=C(C=CC2=CC=CC=C12)NC(OC(C)(C)C)=O (tert-butyl 1-bromo-2-naphthylcarbamate). Yield: 90.1%. RXN SMILES: [CH:1]1[C:10]2[C:5](=[CH:6][CH:7]=[CH:8][CH:9]=2)[CH:4]=[CH:3][C:2]=1[NH:11][C:12](=[O:18])[O:13][C:14]([CH3:17])([CH3:16])[CH3:15].C1C(=O)N([Br:26])C(=O)C1>CC#N>[Br:26][C:1]1[C:10]2[C:5](=[CH:6][CH:7]=[CH:8][CH:9]=2)[CH:4]=[CH:3][C:2]=1[NH:11][C:12](=[O:18])[O:13][C:14]([CH3:15])([CH3:17])[CH3:16]. Procedure: A stirred solution of tert-butyl 2-naphthylcarbamate (104) [PCT Int. Appl. (2002) WO 02/067930, Searcey, M., Patterson, L. H.] (20.3 g, 83 mmol) in MeCN (150 mL) was treated portionwise at 0° C. with NBS (17.82 g, 100 mmol), then stirred for a further 2 h at 0° C. The mixture was concentrated under reduced pressure and the residue was dissolved in CH2Cl2. The solution was filtered through a short column of silica gel, and the product was recrystallised from MeOH to give tert-butyl 1-bromo-2-naph... Reactants: OC1=C(N=C(C2=CC=CC=C12)SC1=CC=CC=C1)C(=O)NCC(=O)O ([(4-hydroxy-1-phenylsulfanyl-isoquinoline-3-carbonyl)-amino]-acetic acid), ClC=1C=C(C(=O)OO)C=CC1 (3-chloroperoxybenzoic acid). The solvent is ClCCl (dichloromethane). Conditions: temperature 0 celsius, time 2 hour. Product: C1(=CC=CC=C1)S(=O)C1=NC(=C(C2=CC=CC=C12)O)C(=O)NCC(=O)O ([(1-Benzenesulfinyl-4-hydroxy-isoquinoline-3-carbonyl)-amino]-acetic acid), product. As a reaction SMILES: [OH:1][C:2]1[C:11]2[C:6](=[CH:7][CH:8]=[CH:9][CH:10]=2)[C:5]([S:12][C:13]2[CH:18]=[CH:17][CH:16]=[CH:15][CH:14]=2)=[N:4][C:3]=1[C:19]([NH:21][CH2:22][C:23]([OH:25])=[O:24])=[O:20].ClC1C=C(C=CC=1)C(OO)=[O:31]>ClCCl>[C:13]1([S:12]([C:5]2[C:6]3[C:11](=[CH:10][CH:9]=[CH:8][CH:7]=3)[C:2]([OH:1])=[C:3]([C:19]([NH:21][CH2:22][C:23]([OH:25])=[O:24])=[O:20])[N:4]=2)=[O:31])[CH:18]=[CH:17][CH:16]=[CH:15][CH:14]=1. Procedure: The title compound was prepared as follows: 50 mg of [(4-hydroxy-1-phenylsulfanyl-isoquinoline-3-carbonyl)-amino]-acetic acid, Example D-110, was dissolved in 0.3 ml 1-methyl-2-pyrolydinone and 0.7 ml dichloromethane. The solution was cooled to 0° C. and 26 mg of 75% 3-chloroperoxybenzoic acid was added. The solution was stirred for 2 hours at room temperature, then concentrated under high vacuum. The resultant residue was triturated with ethyl acetate to provide 32 mg of the product as a white ... Reactants: OCCOCCOCCS(=O)(=O)CCC(C)(C)NC(OCC1=CC=CC=C1)=O (benzyl 4-(2-(2-(2-hydroxyethoxy)ethoxy)ethylsulfonyl)-2-methylbutan-2-ylcarbamate), N1=CC=CC=C1 (pyridine), C(C)(=O)OC(C)=O (acetic anhydride), N1=CC=CC=C1 (Pyridine), C(C)(=O)OC(C)=O (acetic anhydride). The solvent is ClCCl (dichloromethane). Conditions: time 3 hour. Product: C(C)(=O)OCCOCCOCCS(=O)(=O)CCC(C)(C)NC(OCC1=CC=CC=C1)=O (Benzyl 4-(2-(2-(2-acetoxyethoxy)ethoxy)ethylsulfonyl)-2-methylbutan-2-ylcarbamate). Yield: 88.8%. Reaction SMILES: [OH:1][CH2:2][CH2:3][O:4][CH2:5][CH2:6][O:7][CH2:8][CH2:9][S:10]([CH2:13][CH2:14][C:15]([NH:18][C:19](=[O:28])[O:20][CH2:21][C:22]1[CH:27]=[CH:26][CH:25]=[CH:24][CH:23]=1)([CH3:17])[CH3:16])(=[O:12])=[O:11].N1C=CC=CC=1.[C:35](OC(=O)C)(=[O:37])[CH3:36]>ClCCl>[C:35]([O:1][CH2:2][CH2:3][O:4][CH2:5][CH2:6][O:7][CH2:8][CH2:9][S:10]([CH2:13][CH2:14][C:15]([NH:18][C:19](=[O:28])[O:20][CH2:21][C:22]1[CH:23]=[CH:24][CH:25]=[CH:26][CH:27]=1)([CH3:16])[CH3:17])(=[O:11])=[O:12])(=[O:37])[CH3:36]. Procedure details: A solution of benzyl 4-(2-(2-(2-hydroxyethoxy)ethoxy)ethylsulfonyl)-2-methylbutan-2-ylcarbamate (451 mg, 1.08 mmol) in dichloromethane (5 ml) was cooled to 0° C. Pyridine (200 μl, 2.48 mmol), then acetic anhydride (150 μl, 1.59 mmol) were added. The solution was stirred for 3 hours, and another portion of pyridine (200 μl, 2.48 mmol) then acetic anhydride (150 μl, 1.59 mmol) were added. The solution was stirred for an additional 20 hours, concentrated in vacuo, and the residue purified by flash ... The reactants are Cc1cccc(C)c1Br, O=C([O-])[O-], CO, Cc1ccccc1, Cc1ccccc1C, [K+], [K+], O=C1CCc2c(O)cccc21, c1ccncc1. Product: Cc1cccc(C)c1Oc1cccc2c1CCC2=O. As a reaction SMILES: [Br:1][c:2]1[c:3]([CH3:9])[cH:4][cH:5][cH:6][c:7]1[CH3:8].[C:21](=[O:22])([O-:23])[O-:24].[CH3:33][OH:34].[CH3:35][c:36]1[cH:37][cH:38][cH:39][cH:40][cH:41]1.[CH3:42][c:43]1[c:44]([CH3:45])[cH:46][cH:47][cH:48][cH:49]1.[K+:25].[K+:26].[OH:10][c:11]1[c:12]2[c:16]([cH:17][cH:18][cH:19]1)[C:15](=[O:20])[CH2:14][CH2:13]2.[cH:27]1[cH:28][cH:29][n:30][cH:31][cH:32]1>>[c:2]1([O:10][c:11]2[c:12]3[c:16]([cH:17][cH:18][cH:19]2)[C:15](=[O:20])[CH2:14][CH2:13]3)[c:3]([CH3:9])[cH:4][cH:5][cH:6][c:7]1[CH3:8].